From a dataset of the Open Reaction Database (ORD), a public repository of structured organic reaction records. describe an organic reaction: reactants, conditions, products, and yield Solvent: C1CCOC1 (THF). Starting materials: C(=O)=O (dry ice), FC=1C=C(C=CC1C(C(F)(F)F)(F)F)Br (3-fluoro-4-(pentafluoroethyl)-bromobenzene), solution, C(C)(C)[Mg]Cl (isopropyl-magnesium chloride), O (water). RXN SMILES: [F:1][C:2]1[CH:3]=[C:4](Br)[CH:5]=[CH:6][C:7]=1[C:8]([F:14])([F:13])[C:9]([F:12])([F:11])[F:10].C([Mg]Cl)(C)C.[C:21](=[O:23])=[O:22].O>C1COCC1>[F:1][C:2]1[CH:3]=[C:4]([CH:5]=[CH:6][C:7]=1[C:8]([F:14])([F:13])[C:9]([F:12])([F:11])[F:10])[C:21]([OH:23])=[O:22]. Run at temperature -10 celsius, time 2.5 hour. Procedure: A solution of 16.0 g (99% by weight; 54.1 mmol) of 3-fluoro-4-(pentafluoroethyl)-bromobenzene in 110 ml of THF was cooled to −10° C. Added dropwise over the course of 30 minutes were 36.8 ml of a 2M (73.6 mmol) solution of isopropyl-magnesium chloride. The mixture was stirred at −10° C. for 2.5 hours and then cautiously poured onto an excess of dry ice. For working up, 130 ml of water were added, and the mixture was subsequently extracted once with 10 ml of diethyl ether. The aqueous phase was a... Yields the product FC=1C=C(C(=O)O)C=CC1C(C(F)(F)F)(F)F (3-fluoro-4-(pentafluoroethyl)benzoic acid). Starting materials: C(C)(C)(C)NN (t-Butylhydrazine), [OH-].[Na+] (sodium hydroxide), O (water), C1(=O)OCC2=CC=CC=C12 (Phthalide). The solvent is C(C)O (ethanol). The product is C(C)(C)(C)NNC(C1=C(C=CC=C1)CO)=O (N'-t-butyl-N-(2-hydroxymethylbenzoyl)hydrazine). Isolated yield 13.5%. RXN SMILES: [C:1]([NH:5][NH2:6])([CH3:4])([CH3:3])[CH3:2].[OH-].[Na+].[C:9]1([C:18]2[C:13](=[CH:14][CH:15]=[CH:16][CH:17]=2)[CH2:12][O:11]1)=[O:10].O>C(O)C>[C:1]([NH:5][NH:6][C:9](=[O:10])[C:18]1[CH:17]=[CH:16][CH:15]=[CH:14][C:13]=1[CH2:12][OH:11])([CH3:4])([CH3:3])[CH3:2] |f:1.2|. Procedure details: t-Butylhydrazine (0.1 mol) in 75 ml ethanol was treated with 50% aqueous sodium hydroxide (0.11 mol). Phthalide (0.1 mol) was added and the mixture was refluxed for 5 days. After cooling, water was added and the crude product was isolated by filtration. Filtration through silica gel afforded N'-t-butyl-N-(2-hydroxymethylbenzoyl)hydrazine (3.0 g): m.p. 116°-118° C. Starting materials: OCCc1ccccc1, CCOC(C)=O, CC#N, COc1ccc(CC(=O)Nc2ccc3c(c2)C2OC2C(C)(C)O3)cc1, O=S(=O)(O)O. Yields the product COc1ccc(CC(=O)Nc2ccc3c(c2)C(OCCc2ccccc2)C(O)C(C)(C)O3)cc1. As a reaction SMILES: [CH2:26]([CH2:27][c:28]1[cH:29][cH:30][cH:31][cH:32][cH:33]1)[OH:34].[CH3:35][CH2:36][O:37][C:38](=[O:39])[CH3:40].[CH3:41][C:42]#[N:43].[O:1]1[CH:2]2[C:3]([CH3:24])([CH3:25])[O:4][c:5]3[c:6]([cH:8][c:9]([NH:12][C:13]([CH2:14][c:15]4[cH:16][cH:17][c:18]([O:21][CH3:22])[cH:19][cH:20]4)=[O:23])[cH:10][cH:11]3)[CH:7]12.[S:44](=[O:45])(=[O:46])([OH:47])[OH:48]>>[OH:1][CH:2]1[C:3]([CH3:24])([CH3:25])[O:4][c:5]2[c:6]([cH:8][c:9]([NH:12][C:13]([CH2:14][c:15]3[cH:16][cH:17][c:18]([O:21][CH3:22])[cH:19][cH:20]3)=[O:23])[cH:10][cH:11]2)[CH:7]1[O:34][CH2:26][CH2:27][c:28]1[cH:29][cH:30][cH:31][cH:32][cH:33]1.